Dataset: the Open Reaction Database (ORD), a public repository of structured organic reaction records. Task: describe an organic reaction: reactants, conditions, products, and yield Reported procedure: To a solution of 3-bromo-benzo[b]thiophene (69.62 g, 0.325 mol) in 55 mL of anhydrous collidine under N2 was added 4-benzyloxyphenol (97.6 g, 0.488 mol) and cuprous oxide (23.3 g, 0.163 mol). The mixture was heated to reflux for 24 hours. Upon cooling, the reaction mixture was diluted with ethyl acetate (200 mL) and the crude mixture filtered through a pad of CELITE® (Aldrich, Milwaukee, Wis.) to remove inorganic salts. The filtrate was washed with 1 N hydrochloric acid (3×150 mL). The organic w... RXN SMILES: Br[C:2]1[C:3]2[CH:10]=[CH:9][CH:8]=[CH:7][C:4]=2[S:5][CH:6]=1.[CH2:11]([O:18][C:19]1[CH:24]=[CH:23][C:22]([OH:25])=[CH:21][CH:20]=1)[C:12]1[CH:17]=[CH:16][CH:15]=[CH:14][CH:13]=1>N1C(C)=CC(C)=CC=1C.C(OCC)(=O)C>[S:5]1[CH:6]=[CH:2][C:3]2[CH:10]=[CH:9][CH:8]=[CH:7][C:4]1=2.[CH2:11]([O:18][C:19]1[CH:20]=[CH:21][C:22]([O:25][C:2]2[C:3]3[CH:10]=[CH:9][CH:8]=[CH:7][C:4]=3[S:5][CH:6]=2)=[CH:23][CH:24]=1)[C:12]1[CH:13]=[CH:14][CH:15]=[CH:16][CH:17]=1. Reactants: BrC=1C2=C(SC1)C=CC=C2 (3-bromo-benzo[b]thiophene), C(C1=CC=CC=C1)OC1=CC=C(C=C1)O (4-benzyloxyphenol), cuprous oxide. Run in N1=C(C=C(C=C1C)C)C (collidine), C(C)(=O)OCC (ethyl acetate). The product is S1C2=C(C=C1)C=CC=C2 (benzo[b]thiophene), C(C1=CC=CC=C1)OC1=CC=C(OC=2C3=C(SC2)C=CC=C3)C=C1 (3-(4-benzyloxyphenoxy)benzo[b]thiophene). Isolated yield 35.0%. Reactants: C1(CCCCC1)=NO (cyclohexanone oxime), [OH-].[Na+] (sodium hydroxide), CS(=O)C (dimethylsulfoxide), C#C (acetylene), N1=CC=CC=C1 (pyridine). The product is C(=C)N1C=CC=2CCCCC12 (1-vinyl-4,5,6,7-tetrahydroindole). Yield: 90.0%. Reaction SMILES: [C:1]1(=[N:7]O)[CH2:6][CH2:5][CH2:4][CH2:3][CH2:2]1.[OH-].[Na+].CS(C)=O.[CH:15]#[CH:16].N1C=CC=[CH:19][CH:18]=1>>[CH:15]([N:7]1[C:1]2[CH2:6][CH2:5][CH2:4][CH2:3][C:2]=2[CH:19]=[CH:18]1)=[CH2:16] |f:1.2|. Procedure: 5 g of cyclohexanone oxime, 2.5 g of sodium hydroxide, 100 ml of dimethylsulfoxide and 5 ml of pyridine are heated for 3 hours at a temperature of 90° C in a one-liter rotary autoclave in the presence of a 5-fold excess of acetylene (with respect to the stoichiometric amount thereof). Maximal pressure is 27 atm. The reaction mixture is extracted with diethyl ether and distilled to give 5.3 g (90%) of 1-vinyl-4,5,6,7-tetrahydroindole.